From a dataset of the Open Reaction Database (ORD), a public repository of structured organic reaction records. describe an organic reaction: reactants, conditions, products, and yield Starting materials: [Cl-].C(CCCCCCCCC)[N+](C)(C)CCCCCCCCCC (didecyldimethylammonium chloride), O.N (ammonia water). The product is [Cl-].C(CCCCCCCCC)[N+](C)(C)CCCCCCCCCC.O.N (Didecyldimethylammonium chloride ammonia water). As a reaction SMILES: [Cl-:1].[CH2:2]([N+:12]([CH2:15][CH2:16][CH2:17][CH2:18][CH2:19][CH2:20][CH2:21][CH2:22][CH2:23][CH3:24])([CH3:14])[CH3:13])[CH2:3][CH2:4][CH2:5][CH2:6][CH2:7][CH2:8][CH2:9][CH2:10][CH3:11].[OH2:25].[NH3:26]>>[Cl-:1].[CH2:15]([N+:12]([CH2:2][CH2:3][CH2:4][CH2:5][CH2:6][CH2:7][CH2:8][CH2:9][CH2:10][CH3:11])([CH3:14])[CH3:13])[CH2:16][CH2:17][CH2:18][CH2:19][CH2:20][CH2:21][CH2:22][CH2:23][CH3:24].[OH2:25].[NH3:26] |f:0.1,2.3,4.5.6.7|. Reported procedure: The procedure of Comparative Example 156B was followed substituting a treating solution of 1% didecyldimethylammonium chloride in 3% ammonia water for the treating solution.